Task: describe an organic reaction: reactants, conditions, products, and yield. Dataset: the Open Reaction Database (ORD), a public repository of structured organic reaction records Starting materials: O(CC)CCCC. The reagents and catalysts are O1B(OC(C)(C)C1(C)C)B2OC(C)(C)C(O2)(C)C, N=1C=CC=C2C=CC=3C=CC(=NC3C12)C, C[OH2+].C[OH2+].C1CC=CCCC=C1.C1CC=CCCC=C1.[Ir].[Ir]. The solvent is C1CCCCCCC1. Reaction conditions: temperature 100 celsius, time 20 hour. Yields the product O1B(OC(C)(C)C1(C)C)CCOCCCC. The yield is 51.0%. Starting materials: CC#N, Nc1nccnc1-c1nncn1-c1cccc(F)c1F, [Na+], O=C([O-])O, O=C1CCC(=O)N1Br. Product: Nc1ncc(Br)nc1-c1nncn1-c1cccc(F)c1F. Reaction SMILES: [CH3:34][C:35]#[N:36].[F:1][c:2]1[c:3](-[n:9]2[c:10](-[c:14]3[c:15]([NH2:20])[n:16][cH:17][cH:18][n:19]3)[n:11][n:12][cH:13]2)[cH:4][cH:5][cH:6][c:7]1[F:8].[Na+:33].[O-:29][C:30]([OH:31])=[O:32].[O:21]=[C:22]1[N:23]([Br:28])[C:24](=[O:25])[CH2:26][CH2:27]1>>[F:1][c:2]1[c:3](-[n:9]2[c:10](-[c:14]3[c:15]([NH2:20])[n:16][cH:17][c:18]([Br:28])[n:19]3)[n:11][n:12][cH:13]2)[cH:4][cH:5][cH:6][c:7]1[F:8]. The reactants are O=C1OC(CC1N[C@@H](C)C(=O)O)CCCCCCCC (N-(2-oxo-5-octyl-3-tetrahydrofuranyl)-L-alanine), Cl.O=C1OCCC1N[C@@H](C)C(=O)O (N-(2-oxo-3-tetrahydrofuranyl)-L-alanine hydrochloride), CN1CCOCC1 (N-methylmorpholine). Product: C(C1=CC=CC=C1)OC([C@H]1N(CCC1)C([C@@H](NC1C(OCC1)=O)C)=O)=O (N-(2-oxo-3-tetrahydrofuranyl)-L-alanyl-L-proline benzyl ester), ( I ). As a reaction SMILES: Cl.[O:2]=[C:3]1[CH:7]([NH:8][C@H:9]([C:11]([OH:13])=O)[CH3:10])[CH2:6][CH2:5][O:4]1.CN1CCOCC1.[O:21]=[C:22]1[CH:26]([NH:27][C@H:28]([C:30](O)=O)C)[CH2:25][CH:24]([CH2:33][CH2:34][CH2:35][CH2:36][CH2:37][CH2:38]CC)[O:23]1>>[CH2:24]([O:23][C:22](=[O:21])[C@@H:26]1[CH2:25][CH2:30][CH2:28][N:27]1[C:11](=[O:13])[C@H:9]([CH3:10])[NH:8][CH:7]1[CH2:6][CH2:5][O:4][C:3]1=[O:2])[C:33]1[CH:34]=[CH:35][CH:36]=[CH:37][CH:38]=1 |f:0.1|. Procedure: Conducting a reaction and treatments in the same manner as in Step (3) of Example 1 except that N-(2-oxo-3-tetrahydrofuranyl)-L-alanine hydrochloride was used in a form neutralized with N-methylmorpholine in place of Isomer BCD of N-(2-oxo-5-octyl-3-tetrahydrofuranyl)-L-alanine, was obtained as a colorless syrupy substance N-(2-oxo-3-tetrahydrofuranyl)-L-alanyl-L-proline benzyl ester [in the formula (I), R1 =R2 =H, R3 =CH3, R4 and R5 =--(CH2)3 --, R6 =-CH2Ph (Compound 13)]. Starting materials: N1N=CN=C1 (1,2,4-triazole), CC(C)([O-])C.[K+] (potassium tert.-butoxide), C(#N)C1(CC1)C1(OC1)CCC1=CC=CC=C1 (2-(1-cyanocyclopropyl)-2-(2-phenylethyl)oxirane), CN(C)C=O (DMF). Run in C(C)(=O)OCC (ethyl acetate). Product: C(#N)C1(CC1)C(CN1N=CN=C1)(CCC1=CC=CC=C1)O (2-(1-cyanocyclopropyl)-4-phenyl-1-(1,2,4-triazol- 1-yl)butan-2-ol). The yield is 26.6%. As a reaction SMILES: [NH:1]1[CH:5]=[N:4][CH:3]=[N:2]1.CC(C)([O-])C.[K+].[C:12]([C:14]1([C:17]2([CH2:20][CH2:21][C:22]3[CH:27]=[CH:26][CH:25]=[CH:24][CH:23]=3)[CH2:19][O:18]2)[CH2:16][CH2:15]1)#[N:13].CN(C=O)C>C(OCC)(=O)C>[C:12]([C:14]1([C:17]([OH:18])([CH2:20][CH2:21][C:22]2[CH:27]=[CH:26][CH:25]=[CH:24][CH:23]=2)[CH2:19][N:1]2[CH:5]=[N:4][CH:3]=[N:2]2)[CH2:15][CH2:16]1)#[N:13] |f:1.2|. Procedure: 0.8 g (12 mmol) of 1,2,4-triazole, 0.1 g (1 mmol) of potassium tert.-butoxide and 0.8 g (4 mmol) of 2-(1-cyanocyclopropyl)-2-(2-phenylethyl)oxirane (IV-16, Example 34) are heated to 80° C. for 6 h in 10 ml of abs. DMF. The solvent is stripped off in vacuo, and the residue is taken up in ethyl acetate and washed with water. After drying over Na2SO4, the solvent is evaporated in vacuo and the residue is chromatographed on silica gel (CH2Cl3 containing 2% ethanol). 0.3 g (28% of theory) of 2-(1-cya... Reactants: S(=S)(=O)([O-])[O-].[Na+].[Na+] (sodium thiosulfate), C(CCC)OCCOC1=CC=C(C=C1)C=1C=CC2=C(C=C(CCN2CC(C)C)C(=O)NC2=CC=C(C=C2)SCC2=NN=CN2CCC)C1 (7-[4-(2-butoxyethoxy)phenyl]-1-isobutyl-N-[4-(4-propyl-4H-1,2,4-triazol-3-ylmethylthio)phenyl]-2,3-dihydro-1H-benzazepine-4-carboxamide), ClC1=CC(=CC=C1)C(=O)OO (3-chloroperbenzoic acid). The solvent is ClCCl (dichloromethane), ClCCl (dichloromethane). Conditions: temperature -78 celsius, time 1 hour. The product is C(CCC)OCCOC1=CC=C(C=C1)C=1C=CC2=C(C=C(CCN2CC(C)C)C(=O)NC2=CC=C(C=C2)S(=O)CC2=NN=CN2CCC)C1 (7-[4-(2-butoxyethoxy)phenyl]-1-isobutyl-N-[4-(4-propyl-4H-1,2,4-triazol-3-ylmethylsulfinyl)phenyl]-2,3-dihydro-1H-benzazepine-4-carboxamide). Yield: 74.3%. As a reaction SMILES: [CH2:1]([O:5][CH2:6][CH2:7][O:8][C:9]1[CH:14]=[CH:13][C:12]([C:15]2[CH:16]=[CH:17][C:18]3[N:24]([CH2:25][CH:26]([CH3:28])[CH3:27])[CH2:23][CH2:22][C:21]([C:29]([NH:31][C:32]4[CH:37]=[CH:36][C:35]([S:38][CH2:39][C:40]5[N:44]([CH2:45][CH2:46][CH3:47])[CH:43]=[N:42][N:41]=5)=[CH:34][CH:33]=4)=[O:30])=[CH:20][C:19]=3[CH:48]=2)=[CH:11][CH:10]=1)[CH2:2][CH2:3][CH3:4].ClC1C=CC=C(C(OO)=[O:57])C=1.S([O-])([O-])(=O)=S.[Na+].[Na+]>ClCCl>[CH2:1]([O:5][CH2:6][CH2:7][O:8][C:9]1[CH:10]=[CH:11][C:12]([C:15]2[CH:16]=[CH:17][C:18]3[N:24]([CH2:25][CH:26]([CH3:27])[CH3:28])[CH2:23][CH2:22][C:21]([C:29]([NH:31][C:32]4[CH:33]=[CH:34][C:35]([S:38]([CH2:39][C:40]5[N:44]([CH2:45][CH2:46][CH3:47])[CH:43]=[N:42][N:41]=5)=[O:57])=[CH:36][CH:37]=4)=[O:30])=[CH:20][C:19]=3[CH:48]=2)=[CH:13][CH:14]=1)[CH2:2][CH2:3][CH3:4] |f:2.3.4|. Reported procedure: To a solution of 7-[4-(2-butoxyethoxy)phenyl]-1-isobutyl-N-[4-(4-propyl-4H-1,2,4-triazol-3-ylmethylthio)phenyl]-2,3-dihydro-1H-benzazepine-4-carboxamide (826 mg) in dichloromethane (20 ml) was added dropwise a solution of 3-chloroperbenzoic acid (70%, 0.46 g) in dichloromethane (10 ml) at −78° C., and the mixture was stirred for 1 hour at −78° C. To the reaction solution was added sodium thiosulfate solution at room temperature and the mixture was stirred for several minutes. The mixture was ext... Starting materials: C(C1CCC(CC1)N)C1CCC(CC1)N (4,4'-methylenebis(cyclohexylamine)), C(C(O)C)(=O)O (lactic acid). Solvent: O (water). Reaction conditions: time 4 hour. Product: C(C1CCC(CC1)NC(C(C)O)=O)C1CCC(CC1)NC(C(C)O)=O (4,4'-methylenebis (α-hydroxypropiamidocyclohexane)). RXN SMILES: [CH2:1]([CH:9]1[CH2:14][CH2:13][CH:12]([NH2:15])[CH2:11][CH2:10]1)[CH:2]1[CH2:7][CH2:6][CH:5]([NH2:8])[CH2:4][CH2:3]1.[C:16]([OH:21])(=O)[CH:17]([CH3:19])[OH:18]>O>[CH2:1]([CH:2]1[CH2:3][CH2:4][CH:5]([NH:8][C:16](=[O:21])[CH:17]([OH:18])[CH3:19])[CH2:6][CH2:7]1)[CH:9]1[CH2:14][CH2:13][CH:12]([NH:15][C:16](=[O:21])[CH:17]([OH:18])[CH3:19])[CH2:11][CH2:10]1. Reported procedure: Molten 4,4'-methylenebis(cyclohexylamine) (224.0 g, 1.065 moles) was placed in a 1 liter round bottom flask and 85% lactic acid (225.5 g, 2.13 moles) added slowly through an addition funnel with stirring and cooling. The resultant liquid was then heated in an oil bath to 190° C. whereupon distillation of water occurred. Heating was continued at 190° C. for 4 hours after which time distillation of water subsided and the liquid was poured into a Pyrex baking dish. Upon cooling the product solidifi...